Dataset: the Open Reaction Database (ORD), a public repository of structured organic reaction records. Task: describe an organic reaction: reactants, conditions, products, and yield Reactants: O1C=C(C=C1)C1=C(C=NC(=C1)C1=COC=C1)O (4,6-di(furan-3-yl)pyridin-3-ol), C(#N)C=1C=C(C=CC1F)S(=O)(=O)NC=1SC=CN1 (3-cyano-4-fluoro-N-(thiazol-2-yl)benzenesulfonamide), C(=O)([O-])[O-].[Cs+].[Cs+] (Cs2CO3). Solvent: CN(C)C=O (DMF). Conditions: time 2 hour. The product is C(#N)C=1C=C(C=CC1OC=1C=NC(=CC1C1=COC=C1)C1=COC=C1)S(=O)(=O)NC=1SC=CN1 (3-cyano-4-((4,6-di(furan-3-yl)pyridin-3-yl)oxy)-N-(thiazol-2-yl)benzenesulfonamide). Yield: 23.4%. As a reaction SMILES: [O:1]1[CH:5]=[CH:4][C:3]([C:6]2[CH:11]=[C:10]([C:12]3[CH:16]=[CH:15][O:14][CH:13]=3)[N:9]=[CH:8][C:7]=2[OH:17])=[CH:2]1.[C:18]([C:20]1[CH:21]=[C:22]([S:27]([NH:30][C:31]2[S:32][CH:33]=[CH:34][N:35]=2)(=[O:29])=[O:28])[CH:23]=[CH:24][C:25]=1F)#[N:19].C([O-])([O-])=O.[Cs+].[Cs+]>CN(C=O)C>[C:18]([C:20]1[CH:21]=[C:22]([S:27]([NH:30][C:31]2[S:32][CH:33]=[CH:34][N:35]=2)(=[O:29])=[O:28])[CH:23]=[CH:24][C:25]=1[O:17][C:7]1[CH:8]=[N:9][C:10]([C:12]2[CH:16]=[CH:15][O:14][CH:13]=2)=[CH:11][C:6]=1[C:3]1[CH:4]=[CH:5][O:1][CH:2]=1)#[N:19] |f:2.3.4|. Procedure details: 20.0 mg of 4,6-di(furan-3-yl)pyridin-3-ol and 24.9 mg of 3-cyano-4-fluoro-N-(thiazol-2-yl)benzenesulfonamide were dissolved in DMF, and 86.0 mg (3.0 eq) of Cs2CO3(86.0 mg, 3.0 eq) was added thereto. After reacting at room temperature for 2 hours, the resulting mixture was reacted at 60° C. for 16 hours. The solvent was removed by concentrating under reduced pressure. AS work-up with EA/H2O, the ethyl acetate layer was treated with magnesium sulfate, and concentrated under reduced pressure. The r... The reactants are FC([C@H](O)C1=CC=C(C=C1)N1C(C2(CCC3(OCCO3)CC2)CC1)=O)(F)F (10-[4-((R)-2,2,2-trifluoro-1-hydroxy-ethyl)-phenyl]-1,4-dioxa-10-aza-dispiro[4.2.4.2]tetradecan-9-one), Cl (HCl). Solvent: C1CCOC1 (THF). Yields the product FC([C@H](O)C1=CC=C(C=C1)N1C(C2(CC1)CCC(CC2)=O)=O)(F)F (2-(4-((R)-2,2,2-trifluoro-1-hydroxy-ethyl)phenyl)-2-aza-spiro[4.5]decane-1,8-dione). As a reaction SMILES: [F:1][C:2]([F:27])([F:26])[C@@H:3]([C:5]1[CH:10]=[CH:9][C:8]([N:11]2[CH2:24][CH2:23][C:13]3([CH2:22][CH2:21][C:16]4(OCC[O:17]4)[CH2:15][CH2:14]3)[C:12]2=[O:25])=[CH:7][CH:6]=1)[OH:4].Cl>C1COCC1>[F:27][C:2]([F:1])([F:26])[C@@H:3]([C:5]1[CH:10]=[CH:9][C:8]([N:11]2[CH2:24][CH2:23][C:13]3([CH2:14][CH2:15][C:16](=[O:17])[CH2:21][CH2:22]3)[C:12]2=[O:25])=[CH:7][CH:6]=1)[OH:4]. Reported procedure: The title compound was prepared in analogy to example 133, step 5 from 10-[4-((R)-2,2,2-trifluoro-1-hydroxy-ethyl)-phenyl]-1,4-dioxa-10-aza-dispiro[4.2.4.2]tetradecan-9-one (4.09 g) by treatment with 2 M HCl (64 ml) in THF (127 ml) as a white solid. (4.06 g). MS (m/e): 342.130 [MH+]. The product is O=C(O)CCC(=O)N1CCN(c2c(F)cc3c(=O)c(C(=O)O)cn(C4CC4)c3c2F)CC1. As a reaction SMILES: [CH:1]1([n:4]2[cH:5][c:6]([C:23](=[O:24])[OH:25])[c:7](=[O:22])[c:8]3[cH:9][c:10]([F:21])[c:11]([N:15]4[CH2:16][CH2:17][NH:18][CH2:19][CH2:20]4)[c:12]([F:14])[c:13]23)[CH2:2][CH2:3]1.[ClH:33].[Na+:35].[O:26]=[C:27]1[CH2:28][CH2:29][C:30](=[O:31])[O:32]1.[O:37]1[CH2:38][CH2:39][O:40][CH2:41][CH2:42]1.[OH-:34].[OH2:36]>>[CH:1]1([n:4]2[cH:5][c:6]([C:23](=[O:24])[OH:25])[c:7](=[O:22])[c:8]3[cH:9][c:10]([F:21])[c:11]([N:15]4[CH2:16][CH2:17][N:18]([C:30]([CH2:29][CH2:28][C:27](=[O:26])[OH:32])=[O:31])[CH2:19][CH2:20]4)[c:12]([F:14])[c:13]23)[CH2:2][CH2:3]1. Reactants: O=C(O)c1cn(C2CC2)c2c(F)c(N3CCNCC3)c(F)cc2c1=O, Cl, [Na+], O=C1CCC(=O)O1, C1COCCO1, [OH-], O. Solvent: C(C)OCC (ethyl ether), N1=CC=CC=C1 (pyridine), CO (MeOH), C(C)(=O)OCC (ethyl acetate), C1(=CC=CC=C1)C (toluene). Starting materials: C([O-])(O)=O.[Na+] (sodium bicarbonate), ClC=1C=CC(=C(C(=O)N=C=S)C1)OC (5-chloro-2-methoxybenzoyl isothiocyanate), O=C(CC(=O)OCC)C (ethyl 3-oxobutanoate), CC(C)(C)N (2-methylpropan-2-amine), S(=O)(=O)([O-])[O-].[Mg+2] (magnesium sulfate), O.[O-2].[O-2].[O-2].O=[Si]=O.O=[Si]=O.O=[Si]=O.O=[Si]=O.[Al+3].[Al+3] (Montmorillonite K10), II (Iodine). Reported procedure: To a solution of ethyl 3-oxobutanoate (1.3 g, 10 mmol) and 2-methylpropan-2-amine (0.73 g, 10 mmol) in toluene (15 mL) were added anhydrous magnesium sulfate (3.0 g, 25 mmol) and Montmorillonite K10 (3.0 g, 10 mmol). The resulting mixture was stirred at 45° C. for 14 h and then cooled to room temperature. The mixture was diluted with anhydrous ethyl ether, filtered and washed with ethyl ether. The filtrate and washings were combined and concentrated under reduced pressure. The residue was dissol... Product: C(C)(C)(C)N1S\C(\C(=C1C)C(=O)OCC)=N/C(=O)C1=C(C=CC(=C1)Cl)OC (ethyl (5Z)-2-tert-butyl-5-{[(5-chloro-2-methoxyphenyl)carbonyl]imino}-3-methyl-2,5-dihydroisothiazole-4-carboxylate). Isolated yield 71.7%. As a reaction SMILES: O=[C:2]([CH3:9])[CH2:3][C:4]([O:6][CH2:7][CH3:8])=[O:5].[CH3:10][C:11]([NH2:14])([CH3:13])[CH3:12].S([O-])([O-])(=O)=O.[Mg+2].O.[O-2].[O-2].[O-2].O=[Si]=O.O=[Si]=O.O=[Si]=O.O=[Si]=O.[Al+3].[Al+3].[Cl:39][C:40]1[CH:41]=[CH:42][C:43]([O:51][CH3:52])=[C:44]([CH:50]=1)[C:45]([N:47]=[C:48]=[S:49])=[O:46].II.C(=O)(O)[O-].[Na+]>C1(C)C=CC=CC=1.C(OCC)C.C(OCC)(=O)C.N1C=CC=CC=1.CO>[C:11]([N:14]1[C:2]([CH3:9])=[C:3]([C:4]([O:6][CH2:7][CH3:8])=[O:5])/[C:48](=[N:47]/[C:45]([C:44]2[CH:50]=[C:40]([Cl:39])[CH:41]=[CH:42][C:43]=2[O:51][CH3:52])=[O:46])/[S:49]1)([CH3:13])([CH3:12])[CH3:10] |f:2.3,4.5.6.7.8.9.10.11.12.13,16.17|. Reaction conditions: temperature 45 celsius, time 14 hour. Starting materials: O1N=C(C=C1)CN1CCN(CC1)C(=O)OC(C)(C)C (Tert-butyl 4-(isoxazol-3-ylmethyl)piperazine-1-carboxylate), FC(C(=O)O)(F)F (trifluoroacetic acid). Solvent: ClCCl (dichloromethane). Yields the product O1N=C(C=C1)CN1CCNCC1 (1-(Isoxazol-3-ylmethyl)piperazine). Reaction SMILES: [O:1]1[CH:5]=[CH:4][C:3]([CH2:6][N:7]2[CH2:12][CH2:11][N:10](C(OC(C)(C)C)=O)[CH2:9][CH2:8]2)=[N:2]1.FC(F)(F)C(O)=O>ClCCl>[O:1]1[CH:5]=[CH:4][C:3]([CH2:6][N:7]2[CH2:8][CH2:9][NH:10][CH2:11][CH2:12]2)=[N:2]1. Procedure: A solution of 0.84 g (3.2 mmol) of the title compound from Step B above in 5 mL dichloromethane and 5 mL trifluoroacetic acid was stirred at ambient temperature for 1 h. All volatiles were removed in vacuo and the crude light brown residue was carried forward without purification. LC/MS: m/z (ES) 168.1 (MH)+. Starting materials: C1(CCCCCCC1)CN1CC(CCC1)CNC(CCCCCNC(CC(C1=CC=CC=C1)(C1=CC=CC=C1)C1=CC=CC=C1)=O)=O (N-(6-{(1-cyclooctylmethyl-3-piperidyl)methyl}amino-6-oxohexyl)-3,3,3-triphenylpropanamide), C(C)I (ethyl iodide). Product: [I-].C1(CCCCCCC1)C[N+]1(CC(CCC1)CNC(CCCCCNC(CC(C1=CC=CC=C1)(C1=CC=CC=C1)C1=CC=CC=C1)=O)=O)CC (1-Cyclooctylmethyl-1-ethyl-3-({(6-{(3,3,3-triphenylpropanoyl)amino}hexanoyl)amino}methyl)piperidinium iodide). Reaction SMILES: [CH:1]1([CH2:9][N:10]2[CH2:15][CH2:14][CH2:13][CH:12]([CH2:16][NH:17][C:18](=[O:47])[CH2:19][CH2:20][CH2:21][CH2:22][CH2:23][NH:24][C:25](=[O:46])[CH2:26][C:27]([C:40]3[CH:45]=[CH:44][CH:43]=[CH:42][CH:41]=3)([C:34]3[CH:39]=[CH:38][CH:37]=[CH:36][CH:35]=3)[C:28]3[CH:33]=[CH:32][CH:31]=[CH:30][CH:29]=3)[CH2:11]2)[CH2:8][CH2:7][CH2:6][CH2:5][CH2:4][CH2:3][CH2:2]1.[CH2:48]([I:50])[CH3:49]>>[I-:50].[CH:1]1([CH2:9][N+:10]2([CH2:48][CH3:49])[CH2:15][CH2:14][CH2:13][CH:12]([CH2:16][NH:17][C:18](=[O:47])[CH2:19][CH2:20][CH2:21][CH2:22][CH2:23][NH:24][C:25](=[O:46])[CH2:26][C:27]([C:34]3[CH:35]=[CH:36][CH:37]=[CH:38][CH:39]=3)([C:28]3[CH:29]=[CH:30][CH:31]=[CH:32][CH:33]=3)[C:40]3[CH:45]=[CH:44][CH:43]=[CH:42][CH:41]=3)[CH2:11]2)[CH2:2][CH2:3][CH2:4][CH2:5][CH2:6][CH2:7][CH2:8]1 |f:2.3|. Procedure details: The title compound was prepared by a method similar to Example 130, using N-(6-{(1-cyclooctylmethyl-3-piperidyl)methyl}amino-6-oxohexyl)-3,3,3-triphenylpropanamide and ethyl iodide. The compound was obtained as a pale yellow solid. The reactants are [N+](=O)([O-])C=1C=C(C=C(C1)C)C (5-nitro-m-xylene). The reagents and catalysts are [Pd] (Pd/C). Run in CO (MeOH). Conditions: time 16 hour. Product: CC=1C=C(C=C(C1)C)N (3,5-dimethyl-phenylamine). As a reaction SMILES: [N+:1]([C:4]1[CH:5]=[C:6]([CH3:11])[CH:7]=[C:8]([CH3:10])[CH:9]=1)([O-])=O>CO.[Pd]>[CH3:10][C:8]1[CH:9]=[C:4]([NH2:1])[CH:5]=[C:6]([CH3:11])[CH:7]=1. Procedure: A suspension of 5-nitro-m-xylene (1.51 g) and 10% Pd/C (80 mg) in MeOH (50 mL) was stirred at room temperature under H2 balloon for 16 h. The reaction mixture was filtered through a Celite pad, washed with EtOAc, concentrated under reduced pressure. The crude product was purified by column chromatography (SiO2, EtOAc:Hexane=5:95 to 40:60) to give 3,5-dimethyl-phenylamine as a yellow oil: MS (m/z) 122 (M+1); 1H NMR (CDCl3, 400 MHz) δ 6.41 (s, 1H), 6.33 (s, 2H), 3.52 (s, 2H), 2.22 (s, 6H). The reactants are BrC1=CC(=C(C(=O)O)C=C1)C (4-bromo-2-methylbenzoic acid), CC=1C(=NC=C(C#N)C1)N1CCNCC1 (5-methyl-6-piperazin-1-ylnicotinonitrile). The product is BrC1=CC(=C(C(=O)N2CCN(CC2)C2=NC=C(C#N)C=C2C)C=C1)C (6-[4-(4-bromo-2-methylbenzoyl)piperazin-1-yl]-5-methylnicotinonitrile). Yield: 106.8%. RXN SMILES: [Br:1][C:2]1[CH:10]=[CH:9][C:5]([C:6]([OH:8])=O)=[C:4]([CH3:11])[CH:3]=1.[CH3:12][C:13]1[C:14]([N:21]2[CH2:26][CH2:25][NH:24][CH2:23][CH2:22]2)=[N:15][CH:16]=[C:17]([CH:20]=1)[C:18]#[N:19]>>[Br:1][C:2]1[CH:10]=[CH:9][C:5]([C:6]([N:24]2[CH2:25][CH2:26][N:21]([C:14]3[C:13]([CH3:12])=[CH:20][C:17]([C:18]#[N:19])=[CH:16][N:15]=3)[CH2:22][CH2:23]2)=[O:8])=[C:4]([CH3:11])[CH:3]=1. Procedure details: By reaction and treatment in the same manner as in Preparation Example 60 and using 4-bromo-2-methylbenzoic acid (215 mg) and 5-methyl-6-piperazin-1-ylnicotinonitrile (202 mg), the title compound (426 mg) was obtained. Starting materials: CCCCCC (n-hexane), [N+](=[N-])=C (diazomethane), [Si](C1=CC=CC=C1)(C1=CC=CC=C1)(C(C)(C)C)OC[C@H]1C(C[C@@H]1CO[Si](C1=CC=CC=C1)(C1=CC=CC=C1)C(C)(C)C)=O ((2S,3S)-2,3-bis(t-butyldiphenylsilyloxymethyl)-1-cyclobutanone), CCOCC (ether). The product is [Si](C1=CC=CC=C1)(C1=CC=CC=C1)(C(C)(C)C)OC[C@H]1C(CC[C@@H]1CO[Si](C1=CC=CC=C1)(C1=CC=CC=C1)C(C)(C)C)=O ((2S,3S)-2,3-bis(t-butyldiphenylsilyloxymethyl)-1-cyclopentanone). The yield is 17.0%. Reaction SMILES: [N+](=C)=[N-].[Si:4]([O:21][CH2:22][C@@H:23]1[C@@H:26]([CH2:27][O:28][Si:29]([C:42]([CH3:45])([CH3:44])[CH3:43])([C:36]2[CH:41]=[CH:40][CH:39]=[CH:38][CH:37]=2)[C:30]2[CH:35]=[CH:34][CH:33]=[CH:32][CH:31]=2)[CH2:25]C1=O)([C:17]([CH3:20])([CH3:19])[CH3:18])([C:11]1[CH:16]=[CH:15][CH:14]=[CH:13][CH:12]=1)[C:5]1[CH:10]=[CH:9][CH:8]=[CH:7][CH:6]=1.CCCCCC.CC[O:55][CH2:56][CH3:57]>>[Si:4]([O:21][CH2:22][C@@H:23]1[C@@H:26]([CH2:27][O:28][Si:29]([C:42]([CH3:43])([CH3:45])[CH3:44])([C:36]2[CH:41]=[CH:40][CH:39]=[CH:38][CH:37]=2)[C:30]2[CH:31]=[CH:32][CH:33]=[CH:34][CH:35]=2)[CH2:25][CH2:57][C:56]1=[O:55])([C:17]([CH3:20])([CH3:19])[CH3:18])([C:11]1[CH:16]=[CH:15][CH:14]=[CH:13][CH:12]=1)[C:5]1[CH:6]=[CH:7][CH:8]=[CH:9][CH:10]=1. Procedure details: A solution of diazomethane (ca. 2 g) in ether (200 ml) was added to (2S,3S)-2,3-bis(t-butyldiphenylsilyloxymethyl)-1-cyclobutanone (12.14 g, 20 mmoles) synthesized according to a method disclosed in literature Y. Ichikawa et al., J. Chem. Soc. Chem. Commun., 1919 (1989)], and the resulting mixture was stirred at room temperature for one week. After distilling off the solvent from the reaction mixture under reduced pressure, the residue was purified by silica gel column chromatography (ethyl ethe...